From a dataset of the Open Reaction Database (ORD), a public repository of structured organic reaction records. describe an organic reaction: reactants, conditions, products, and yield Starting materials: CCCCCCCCCCO (Epal 810), C(CCCCCCCCC)O (1-decanol), Solution I, [SiH4] (silane), C1(C=2C(C(=O)O1)=CC=CC2)=O (phthalic anhydride), solution I, C(CCCCCCC)O (1-octanol). Run in C(CCCCCCCCC)O.C(CCCCCCC)O (1-decanol 1-octanol), C(C)N(CC)CC (triethylamine). Product: solution, C(C=1C(C(=O)O)=CC=CC1)(=O)OCCCCCCCC (octyl hydrogen phthalate), C(C=1C(C(=O)O)=CC=CC1)(=O)OCCCCCCCCCC (decyl hydrogen phthalate). Yield: 50.0%. Reaction SMILES: [CH3:1][CH2:2][CH2:3][CH2:4][CH2:5][CH2:6][CH2:7][CH2:8][CH2:9][CH2:10][OH:11].C(O)CCCCCCC.[C:21]1(=[O:31])[O:26][C:24](=[O:25])[C:23]2=[CH:27][CH:28]=[CH:29][CH:30]=[C:22]12.[SiH4]>C(O)CCCCCCCCC.C(O)CCCCCCC.C(N(CC)CC)C>[C:21]([O:11][CH2:10][CH2:9][CH2:8][CH2:7][CH2:6][CH2:5][CH2:4][CH3:3])(=[O:31])[C:22]1[C:23](=[CH:27][CH:28]=[CH:29][CH:30]=1)[C:24]([OH:26])=[O:25].[C:21]([O:11][CH2:10][CH2:9][CH2:8][CH2:7][CH2:6][CH2:5][CH2:4][CH2:3][CH2:2][CH3:1])(=[O:31])[C:22]1[C:23](=[CH:27][CH:28]=[CH:29][CH:30]=1)[C:24]([OH:26])=[O:25] |f:4.5|. Reported procedure: Solution I, a 50 percent solution of octyl hydrogen phthalate and decyl hydrogen phthalate in mixed 1-decanol/1-octanol was prepared by heating a mixture of 82.4 g. of Epal 810 (a commercially available mixture from Ethyl Corporation of approximately half 1-decanol and half 1-octanol), 29.6 g. of phthalic anhydride and 1 g. of triethylamine up to 120° C. Then 1.46 parts by weight of solution I was combined with 1 part by weight of the 50 percent hydrolyzed silane (1) solution described in Exampl... Starting materials: Cl.C(N)(=N)C1=CC=C(C=C1)N1CCN(CC1)[C@@H]1[C@@H](CN(CC1)CC(=O)OCC)CC(=O)OCC ((+)-cis-diethyl 4-[4-(4-amidinophenyl)-1-piperazinyl]-1,3-piperidinediacetate hydrochloride). The solvent is Cl (hydrochloric acid). The product is Cl.Cl.Cl.C(N)(=N)C1=CC=C(C=C1)N1CCN(CC1)[C@@H]1[C@@H](CN(CC1)CC(=O)O)CC(=O)O ((+)-cis-4-[4-(4-amidinophenyl)-1-piperazinyl]-1,3-piperidinediacetic acid trihydrochloride). The yield is 165.8%. As a reaction SMILES: [ClH:1].[C:2]([C:5]1[CH:10]=[CH:9][C:8]([N:11]2[CH2:16][CH2:15][N:14]([C@H:17]3[CH2:22][CH2:21][N:20]([CH2:23][C:24]([O:26]CC)=[O:25])[CH2:19][C@H:18]3[CH2:29][C:30]([O:32]CC)=[O:31])[CH2:13][CH2:12]2)=[CH:7][CH:6]=1)(=[NH:4])[NH2:3]>Cl>[ClH:1].[ClH:1].[ClH:1].[C:2]([C:5]1[CH:10]=[CH:9][C:8]([N:11]2[CH2:12][CH2:13][N:14]([C@H:17]3[CH2:22][CH2:21][N:20]([CH2:23][C:24]([OH:26])=[O:25])[CH2:19][C@H:18]3[CH2:29][C:30]([OH:32])=[O:31])[CH2:15][CH2:16]2)=[CH:7][CH:6]=1)(=[NH:3])[NH2:4] |f:0.1,3.4.5.6|. Procedure: 280 mg of (+)-cis-diethyl 4-[4-(4-amidinophenyl)-1-piperazinyl]-1,3-piperidinediacetate hydrochloride was dissolved in 10 ml of 1N-hydrochloric acid and refluxed for 48 hours. The reaction liquid was distilled, and the resulting residue was purified by ODS column chromatography (using an eluent of water) to obtain 160 mg of (+)-cis-4-[4-(4-amidinophenyl)-1-piperazinyl]-1,3-piperidinediacetic acid trihydrochloride (98.2% e.e.). Starting materials: FC1=CC=C(C=C1)N1N=CC2=CC(=CC=C12)C(C(C(=O)O)C)C1=CC=C(C=C1)C(=O)OC (3-(1-(4-fluorophenyl)-1H-indazol-5-yl)-3-(4-(methoxycarbonyl)phenyl)-2-methylpropanoic acid), S1C(=NN=C1)N (1,3,4-thiadiazol-2-amine). Yields the product S1C(=NN=C1)NC(C(C(C=1C=C2C=NN(C2=CC1)C1=CC=C(C=C1)F)C1=CC=C(C(=O)OC)C=C1)C)=O (Methyl 4-(3-(1,3,4-thiadiazol-2-ylamino)-1-(1-(4-fluorophenyl)-1H-indazol-5-yl)-2-methyl-3-oxopropyl)benzoate). Isolated yield 25.0%. RXN SMILES: [F:1][C:2]1[CH:7]=[CH:6][C:5]([N:8]2[C:16]3[C:11](=[CH:12][C:13]([CH:17]([C:23]4[CH:28]=[CH:27][C:26]([C:29]([O:31][CH3:32])=[O:30])=[CH:25][CH:24]=4)[CH:18]([CH3:22])[C:19](O)=[O:20])=[CH:14][CH:15]=3)[CH:10]=[N:9]2)=[CH:4][CH:3]=1.[S:33]1[CH:37]=[N:36][N:35]=[C:34]1[NH2:38]>>[S:33]1[CH:37]=[N:36][N:35]=[C:34]1[NH:38][C:19](=[O:20])[CH:18]([CH3:22])[CH:17]([C:23]1[CH:28]=[CH:27][C:26]([C:29]([O:31][CH3:32])=[O:30])=[CH:25][CH:24]=1)[C:13]1[CH:12]=[C:11]2[C:16](=[CH:15][CH:14]=1)[N:8]([C:5]1[CH:6]=[CH:7][C:2]([F:1])=[CH:3][CH:4]=1)[N:9]=[CH:10]2. Procedure: Example 153 was prepared from 3-(1-(4-fluorophenyl)-1H-indazol-5-yl)-3-(4-(methoxycarbonyl)phenyl)-2-methylpropanoic acid and 1,3,4-thiadiazol-2-amine using General Coupling Method A to give 35 mg (25% yield, 3 steps). MS found: (M+H)+=516. Product: C(C)(C)(C)OC(=O)NCCCOC=1C=C(OC=2C=C(C3=C(B(OC3CC(=O)O)O)C2)C)C=CC1 ({6-[3-(3-tert-Butoxycarbonylamino-propoxy)-phenoxy]-1-hydroxy-4-methyl-1,3-dihydro-benzo[c][1,2]oxaborol-3-yl}-acetic acid). Solvent: C1CCOC1.O (THF H2O), O (water). Reported procedure: To a solution of {6-[3-(3-tert-butoxycarbonylamino-propoxy)-phenoxy]-1-hydroxy-4-methyl-1,3-dihydro-benzo[c][1,2]oxaborol-3-yl}-acetic acid ethyl ester (0.6 g, 1.2 mmol) in THF:H2O (1:1, 10 mL) at 0° C. was added a solution of LiOH (0.086 g, 3.6 mmol) in water (1 mL). The solution was allowed to warm to room temperature over 3 hours then acidified to pH 2 with 1N HCl at 0° C. and extracted with EtOAc (2×10 mL). The organic extracts were dried and concentrated in vacuo to give crude 6-[3-(3-tert-... The reactants are Cl (HCl), C(C)OC(CC1C2=C(B(O1)O)C=C(C=C2C)OC2=CC(=CC=C2)OCCCNC(=O)OC(C)(C)C)=O ({6-[3-(3-tert-butoxycarbonylamino-propoxy)-phenoxy]-1-hydroxy-4-methyl-1,3-dihydro-benzo[c][1,2]oxaborol-3-yl}-acetic acid ethyl ester), [Li+].[OH-] (LiOH). RXN SMILES: C([O:3][C:4](=[O:36])[CH2:5][CH:6]1[O:10][B:9]([OH:11])[C:8]2[CH:12]=[C:13]([O:17][C:18]3[CH:23]=[CH:22][CH:21]=[C:20]([O:24][CH2:25][CH2:26][CH2:27][NH:28][C:29]([O:31][C:32]([CH3:35])([CH3:34])[CH3:33])=[O:30])[CH:19]=3)[CH:14]=[C:15]([CH3:16])[C:7]1=2)C.[Li+].[OH-].Cl>C1COCC1.O.O>[C:32]([O:31][C:29]([NH:28][CH2:27][CH2:26][CH2:25][O:24][C:20]1[CH:19]=[C:18]([CH:23]=[CH:22][CH:21]=1)[O:17][C:13]1[CH:14]=[C:15]([CH3:16])[C:7]2[CH:6]([CH2:5][C:4]([OH:36])=[O:3])[O:10][B:9]([OH:11])[C:8]=2[CH:12]=1)=[O:30])([CH3:35])([CH3:33])[CH3:34] |f:1.2,4.5|. Starting materials: CN(C)C=O, CCOC(C)=O, CC(C)Oc1ccnc(S(C)(=O)=O)n1, [H-], [Na+], CNC(=O)C(=NOC)c1ccccc1O. Product: CNC(=O)C(=NOC)c1ccccc1Oc1nccc(OC(C)C)n1. As a reaction SMILES: [CH3:32][N:33]([CH3:34])[CH:35]=[O:36].[CH3:37][CH2:38][O:39][C:40](=[O:41])[CH3:42].[CH:3]([CH3:4])([CH3:5])[O:6][c:7]1[n:8][c:9]([S:13]([CH3:14])(=[O:15])=[O:16])[n:10][cH:11][cH:12]1.[H-:1].[Na+:2].[OH:17][c:18]1[c:19]([C:24]([C:25](=[O:26])[NH:27][CH3:28])=[N:29][O:30][CH3:31])[cH:20][cH:21][cH:22][cH:23]1>>[CH:3]([CH3:4])([CH3:5])[O:6][c:7]1[n:8][c:9]([O:17][c:18]2[c:19]([C:24]([C:25](=[O:26])[NH:27][CH3:28])=[N:29][O:30][CH3:31])[cH:20][cH:21][cH:22][cH:23]2)[n:10][cH:11][cH:12]1. Reactants: C(C)(C)(C)OC(N[C@H]1CN(CC1)C(CN1CCC(CC1)O)=O)=O ({(R)-1-[2-(4-Hydroxy-piperidin-1-yl)-acetyl]-pyrrolidin-3-yl}-carbamic acid tert-butyl ester), C1=CC=C(C=C1)C2=CC=CC=C2N=C=O (2-biphenylisocyanate). Solvent: CN1CCCC1=O (NMP). Run at temperature 70 celsius. The product is C(C)(C)(C)OC(N[C@H]1CN(CC1)C(CN1CCC(CC1)OC(NC1=C(C=CC=C1)C1=CC=CC=C1)=O)=O)=O (((R)-1-{2-[4-(Biphenyl-2-ylcarbamoyloxy)-piperidin-1-yl]-acetyl}-pyrrolidin-3-yl)-carbamic acid tert-butyl ester). As a reaction SMILES: [C:1]([O:5][C:6](=[O:23])[NH:7][C@@H:8]1[CH2:12][CH2:11][N:10]([C:13](=[O:22])[CH2:14][N:15]2[CH2:20][CH2:19][CH:18]([OH:21])[CH2:17][CH2:16]2)[CH2:9]1)([CH3:4])([CH3:3])[CH3:2].[CH:24]1[CH:29]=[CH:28][C:27]([C:30]2[C:35]([N:36]=[C:37]=[O:38])=[CH:34][CH:33]=[CH:32][CH:31]=2)=[CH:26][CH:25]=1>CN1C(=O)CCC1>[C:1]([O:5][C:6](=[O:23])[NH:7][C@@H:8]1[CH2:12][CH2:11][N:10]([C:13](=[O:22])[CH2:14][N:15]2[CH2:16][CH2:17][CH:18]([O:21][C:37](=[O:38])[NH:36][C:35]3[CH:34]=[CH:33][CH:32]=[CH:31][C:30]=3[C:27]3[CH:26]=[CH:25][CH:24]=[CH:29][CH:28]=3)[CH2:19][CH2:20]2)[CH2:9]1)([CH3:4])([CH3:2])[CH3:3]. Procedure: {(R)-1-[2-(4-Hydroxy-piperidin-1-yl)-acetyl]-pyrrolidin-3-yl}-carbamic acid tert-butyl ester (Intermediate Z1) (520 mg, 1.6 mmol) and 2-biphenylisocyanate (930 mg, 2.65 mmol) are dissolved in NMP (2 ml) and heated to 70° C. overnight. Purification is carried out by reverse phase column chromatography (Isolute™ C18, 0-100% MeOH in water −0.1% TFA). The fractions containing the product are concentrated in vacuo to remove the acetonitrile and the aqueous is treated with saturated sodium bicarbonate...